From a dataset of the Open Reaction Database (ORD), a public repository of structured organic reaction records. describe an organic reaction: reactants, conditions, products, and yield Product: C(C)(C)(C)OC(NC1(CCC1)C1=CC=C(C=C1)C1=C(N=C2N1C1=C(NC3=C2C=CC=C3)N=CC=C1)C1=CC=C(C=C1)S(=O)(=O)C)=O (tert-butyl[1-(4-{2-[4-(methylsulfonyl)phenyl]-9H-imidazo[1,2-d]pyrido[2,3-b][1,4]benzodiazepin-3-yl}phenyl)cyclobutyl]carbamate). The reactants are ClC=1N=C2N(C3=C(NC4=C2C=CC=C4)N=CC=C3)C1C1=CC=C(C=C1)C1(CCC1)NC(OC(C)(C)C)=O (tert-butyl {1-[4-(2-chloro-9H-imidazo[1,2-d]pyrido[2,3-b][1,4]benzodiazepin-3-yl]phenyl)cyclobutyl}carbamate), ClC=1N=C2N(C3=C(NC4=C2C=CC=C4)N=CC=C3)C1C1=CC=C(C=C1)C1(CCC1)NC(OC(C)(C)C)=O (tert-butyl {1-[4-(2-chloro-9H-imidazo[1,2-d]pyrido[2,3-b][1,4]benzodiazepin-3-yl)phenyl]cyclobutyl}carbamate), CS(=O)(=O)C1=CC=C(C=C1)B(O)O ([4-(methyl sulfonyl)phenyl]boronic acid), C(=O)([O-])[O-].[Na+].[Na+] (Na2CO3). RXN SMILES: Cl[C:2]1[N:3]=[C:4]2[C:10]3[CH:11]=[CH:12][CH:13]=[CH:14][C:9]=3[NH:8][C:7]3[N:15]=[CH:16][CH:17]=[CH:18][C:6]=3[N:5]2[C:19]=1[C:20]1[CH:25]=[CH:24][C:23]([C:26]2([NH:30][C:31](=[O:37])[O:32][C:33]([CH3:36])([CH3:35])[CH3:34])[CH2:29][CH2:28][CH2:27]2)=[CH:22][CH:21]=1.[CH3:38][S:39]([C:42]1[CH:47]=[CH:46][C:45](B(O)O)=[CH:44][CH:43]=1)(=[O:41])=[O:40].C([O-])([O-])=O.[Na+].[Na+]>CN(C=O)C.CCOC(C)=O.CC(P(C(C)(C)C)C1C=CC(N(C)C)=CC=1)(C)C.CC(P(C(C)(C)C)C1C=CC(N(C)C)=CC=1)(C)C.Cl[Pd]Cl>[C:33]([O:32][C:31](=[O:37])[NH:30][C:26]1([C:23]2[CH:24]=[CH:25][C:20]([C:19]3[N:5]4[C:6]5[CH:18]=[CH:17][CH:16]=[N:15][C:7]=5[NH:8][C:9]5[CH:14]=[CH:13][CH:12]=[CH:11][C:10]=5[C:4]4=[N:3][C:2]=3[C:45]3[CH:46]=[CH:47][C:42]([S:39]([CH3:38])(=[O:41])=[O:40])=[CH:43][CH:44]=3)=[CH:21][CH:22]=2)[CH2:29][CH2:28][CH2:27]1)([CH3:35])([CH3:34])[CH3:36] |f:2.3.4,7.8.9|. Run in CN(C)C=O (DMF), CCOC(=O)C (AcOEt). Reagents/catalysts: CC(C)(C)P(C1=CC=C(C=C1)N(C)C)C(C)(C)C.CC(C)(C)P(C1=CC=C(C=C1)N(C)C)C(C)(C)C.Cl[Pd]Cl (bis(di-tert-butyl(4-dimethylaminophenyl)phosphine)dichloropalladium(II)). Reported procedure: A mixture of tert-butyl {1-[4-(2-chloro-9H-imidazo[1,2-d]pyrido[2,3-b][1,4]benzodiazepin-3-yl)phenyl]cyclobutyl}carbamate (50 mg, 0.097 mmol), [4-(methyl sulfonyl)phenyl]boronic acid (39 mg, 0.20 mmol), bis(di-tert-butyl(4-dimethylaminophenyl)phosphine)dichloropalladium(II) (7 mg, 0.1 mmol), and 2M Na2CO3 aq. (0.097 mL, 0.20 mmol) in DMF (1.5 mL) was treated with microwave (160° C. for 1 hour). The mixture was diluted with AcOEt, washed with water (×3), brine, dried over Na2SO4, and then filtrat... Reactants: C(C)(C)(C)OC(=O)N1C(CC(C1)=C)C=1NC(=CN1)C1=CC=C(C=C1)C1=CC2=CC=C(C=C2C=C1)C=1NC(=NC1)C1N(CCC1)C(C(C(C)C)NC(=O)OC)=O (2-{5-[4-(6-{2-[1-(2-Methoxycarbonylamino-3-methyl-butyryl)-pyrrolidin-2-yl]-3H-imidazol-4-yl}-naphthalen-2-yl)-phenyl]-1H-imidazol-2-yl}-4-methylene-pyrrolidine-1-carboxylic acid tert-butyl ester), COC(NC(C(C)C)C(=O)N1C(CC(C1)=C)C=1NC(=CN1)C1=CC2=CC=C(C=C2C=C1)Br)=O ((1-{2-[5-(6-Bromo-naphthalen-2-yl)-1H-imidazol-2-yl]-4-methylene-pyrrolidine-1-carbonyl}-2-methyl-propyl)-carbamic acid methyl ester), C(C)(C)(C)OC(=O)N1C(CCC1)C=1NC(=CN1)C1=CC=C(C=C1)B1OC(C(O1)(C)C)(C)C (2-{5-[4-(4,4,5,5-Tetramethyl-[1,3,2]dioxaborolan-2-yl)-phenyl]-1H-imidazol-2-yl}-pyrrolidine-1-carboxylic acid tert-butyl ester). Product: C(C)(C)(C)OC(=O)N1C(CCC1)C=1NC(=CN1)C1=CC=C(C=C1)C1=CC2=CC=C(C=C2C=C1)C=1NC(=NC1)C1N(CC(C1)=C)C(C(C(C)C)NC(=O)OC)=O (2-{5-[4-(6-{2-[1-(2-Methoxycarbonylamino-3-methyl-butyryl)-4-methylene-pyrrolidin-2-yl]-3H-imidazol-4-yl}-naphthalen-2-yl)-phenyl]-1H-imidazol-2-yl}-pyrrolidine-1-carboxylic acid tert-butyl ester). Reaction SMILES: [C:1]([O:5][C:6]([N:8]1[CH2:12][C:11](=C)[CH2:10][CH:9]1[C:14]1[NH:15][C:16]([C:19]2[CH:24]=[CH:23][C:22](C3C=CC4C(=CC=C(C5NC(C6CCCN6C(=O)C(NC(OC)=O)C(C)C)=NC=5)C=4)C=3)=[CH:21][CH:20]=2)=[CH:17][N:18]=1)=[O:7])([CH3:4])([CH3:3])[CH3:2].[CH3:56][O:57][C:58](=[O:88])[NH:59][CH:60]([C:64]([N:66]1[CH2:70][C:69](=[CH2:71])[CH2:68][CH:67]1[C:72]1[NH:73][C:74]([C:77]2[CH:86]=[CH:85][C:84]3[C:79](=[CH:80][CH:81]=[C:82](Br)[CH:83]=3)[CH:78]=2)=[CH:75][N:76]=1)=[O:65])[CH:61]([CH3:63])[CH3:62].C(OC(N1CCCC1C1NC(C2C=CC(B3OC(C)(C)C(C)(C)O3)=CC=2)=CN=1)=O)(C)(C)C>>[C:1]([O:5][C:6]([N:8]1[CH2:12][CH2:11][CH2:10][CH:9]1[C:14]1[NH:15][C:16]([C:19]2[CH:24]=[CH:23][C:22]([C:82]3[CH:81]=[CH:80][C:79]4[C:84](=[CH:85][CH:86]=[C:77]([C:74]5[NH:73][C:72]([CH:67]6[CH2:68][C:69](=[CH2:71])[CH2:70][N:66]6[C:64](=[O:65])[CH:60]([NH:59][C:58]([O:57][CH3:56])=[O:88])[CH:61]([CH3:63])[CH3:62])=[N:76][CH:75]=5)[CH:78]=4)[CH:83]=3)=[CH:21][CH:20]=2)=[CH:17][N:18]=1)=[O:7])([CH3:4])([CH3:2])[CH3:3]. Reported procedure: This compound was synthesized using the same method used to make 2-{5-[4-(6-{2-[1-(2-Methoxycarbonylamino-3-methyl-butyryl)-pyrrolidin-2-yl]-3H-imidazol-4-yl}-naphthalen-2-yl)-phenyl]-1H-imidazol-2-yl}-4-methylene-pyrrolidine-1-carboxylic acid tert-butyl ester using (1-{2-[5-(6-Bromo-naphthalen-2-yl)-1H-imidazol-2-yl]-4-methylene-pyrrolidine-1-carbonyl}-2-methyl-propyl)-carbamic acid methyl ester (0.200 g, 0.391 mmol) and 2-{5-[4-(4,4,5,5-Tetramethyl-[1,3,2]dioxaborolan-2-yl)-phenyl]-1H-imidazol... The reactants are C1CCNCC1, CC(=O)O, O=Cc1ccc([N+](=O)[O-])cc1, O=C1CCc2ccccc21. Product: O=C1C(=Cc2ccc([N+](=O)[O-])cc2)Cc2ccccc21. Reaction SMILES: [CH2:22]1[CH2:23][CH2:24][NH:25][CH2:26][CH2:27]1.[CH3:28][C:29](=[O:30])[OH:31].[N+:11](=[O:12])([O-:13])[c:14]1[cH:15][cH:16][c:17]([CH:18]=[O:19])[cH:20][cH:21]1.[O:1]=[C:2]1[CH2:3][CH2:4][c:5]2[cH:6][cH:7][cH:8][cH:9][c:10]21>>[O:1]=[C:2]1[C:3](=[CH:18][c:17]2[cH:16][cH:15][c:14]([N+:11](=[O:12])[O-:13])[cH:21][cH:20]2)[CH2:4][c:5]2[cH:6][cH:7][cH:8][cH:9][c:10]21. Reactants: C#Cc1cccc(C)c1, [Li]CCCC, CCOCC, CCCCCC, CCOC=O, O. Yields the product Cc1cccc(C#CC=O)c1. Reaction SMILES: [C:1](#[CH:2])[c:3]1[cH:4][c:5]([CH3:9])[cH:6][cH:7][cH:8]1.[CH2:16]([Li:17])[CH2:18][CH2:19][CH3:20].[CH2:27]([O:28][CH2:29][CH3:30])[CH3:31].[CH3:10][CH2:11][CH2:12][CH2:13][CH2:14][CH3:15].[CH:21](=[O:22])[O:23][CH2:24][CH3:25].[OH2:26]>>[C:1](#[C:2][CH:21]=[O:22])[c:3]1[cH:4][c:5]([CH3:9])[cH:6][cH:7][cH:8]1. The reactants are CC(CC(=O)OC)(CC)C1=CC(=CC=C1)OCC1=CC=CC=C1 (Methyl 3-methyl-3-(3-((phenylmethyl)oxy)phenyl)pentanoate). The reagents and catalysts are [Pd] (palladium on carbon). The solvent is CO (MeOH). Run at time 3 hour. Product: OC=1C=C(C=CC1)C(CC(=O)OC)(CC)C (Methyl 3-(3-hydroxyphenyl)-3-methylpentanoate). The yield is 91.8%. As a reaction SMILES: [CH3:1][C:2]([C:10]1[CH:15]=[CH:14][CH:13]=[C:12]([O:16]CC2C=CC=CC=2)[CH:11]=1)([CH2:8][CH3:9])[CH2:3][C:4]([O:6][CH3:7])=[O:5]>CO.[Pd]>[OH:16][C:12]1[CH:11]=[C:10]([C:2]([CH3:1])([CH2:8][CH3:9])[CH2:3][C:4]([O:6][CH3:7])=[O:5])[CH:15]=[CH:14][CH:13]=1. Procedure details: Into a solution of methyl 3-(3-(benzyloxy)phenyl)-3-methylpentanoate 103.E (100 mg, 320 μmol) in MeOH (5 mL) was added palladium on carbon (34.1 mg, 320 μmol). The reaction was charged with H2 to 50 psi and stirred for 3 hours. The reaction was then filtered through Celite, washed with DCM, stripped, and purified by silica gel chromatography to afford methyl 3-(3-hydroxyphenyl)-3-methylpentanoate 103.F (65.3 mg, 91.8% yield). Reactants: CO (methanol), [C@@H]1([C@H](O)[C@H](O)[C@@H](CO)O1)N1C(=O)N=C(N)C=C1 (cytidine), NC1=NC=CC=N1 (2-aminopyrimidine), I(=O)(=O)(=O)[O-].[Na+] (sodium metaperiodate). Solvent: O (water). Reaction conditions: time 4 hour. Product: OC1N(C([C@H](O[C@H]1N1C(=O)N=C(N)C=C1)CO)O)C1=NC=CC=N1 (1-[(2R, 6R)-3,5-dihydroxy-6-hydroxymethyl-4-(2-pyrimidinyl)morpholin-2-yl]cytosine). The yield is 95.3%. Reaction SMILES: [C@@H:1]1([N:10]2[CH:17]=[CH:16][C:14]([NH2:15])=[N:13][C:11]2=[O:12])[O:9][C@H:6]([CH2:7][OH:8])[C@@H:4]([OH:5])[C@H:2]1[OH:3].[NH2:18][C:19]1[N:24]=[CH:23][CH:22]=[CH:21][N:20]=1.I([O-])(=O)(=O)=O.[Na+].CO>O>[OH:3][CH:2]1[C@H:1]([N:10]2[CH:17]=[CH:16][C:14]([NH2:15])=[N:13][C:11]2=[O:12])[O:9][C@H:6]([CH2:7][OH:8])[CH:4]([OH:5])[N:18]1[C:19]1[N:24]=[CH:23][CH:22]=[CH:21][N:20]=1 |f:2.3|. Reported procedure: To a solution of cytidine (2.43 g) and 2-aminopyrimidine (0.95 g) in water (15 ml) was added sodium metaperiodate (2.13 g) at 15° C. The solution was stirred at ambient temperature for four hours. To the reaction mixture was added methanol (20 ml). A precipitate was filtered off and the filtrate was condenced in vacuo. The condenced solution was lyophilized to give white powder of 1-[(2R, 6R)-3,5-dihydroxy-6-hydroxymethyl-4-(2-pyrimidinyl)morpholin-2-yl]cytosine (3.20 g). Reactants: C(C)OC(C(C(C=C)O)OCC=C)=O (2-allyloxy-3-hydroxypent-4-enoic acid ethyl ester), (tricyclohexylphosphine)benzylidine ruthenium (IV) chloride, (tricyclohexylphosphine)benzylidine ruthenium (IV) chloride. Solvent: C(Cl)Cl (CH2Cl2). The product is C(C)OC(=O)C1OCC=CC1O (3-hydroxy-3,6-dihydro-2H-pyran-2-carboxylic acid ethyl ester). Reaction SMILES: [CH2:1]([O:3][C:4](=[O:14])[CH:5]([O:10][CH2:11][CH:12]=[CH2:13])[CH:6]([OH:9])C=C)[CH3:2]>C(Cl)Cl>[CH2:1]([O:3][C:4]([CH:5]1[CH:6]([OH:9])[CH:13]=[CH:12][CH2:11][O:10]1)=[O:14])[CH3:2]. Reported procedure: To a solution of 2-allyloxy-3-hydroxypent-4-enoic acid ethyl ester (200 mg, 1.0 mmol) in CH2Cl2 (10 ml) was added bis-(tricyclohexylphosphine)benzylidine ruthenium (IV) chloride (20 mg, 0.024 mmol) and the resulting mixture was stirred at ambient temperature for 4H. Bis-(tricyclohexylphosphine)benzylidine ruthenium (IV) chloride (20 mg, 0.024 mmol) was added again and the resulting mixture was stirred at ambient temperature for an additional 10 h. The solution was concentrated in vacuo. The crud...